This data is from the Open Reaction Database (ORD), a public repository of structured organic reaction records. The task is: describe an organic reaction: reactants, conditions, products, and yield Reactants: CCOC(=O)c1nc2c(s1)Nc1ccccc1NC2=S, COCCC1CNCCN1, CCOC(C)=O, Cl, Cc1cc2c(s1)Nc1cc(F)c(F)cc1N=C2N, O. The product is COCCC1CN(C2=Nc3cc(F)c(F)cc3Nc3sc(C)cc32)CCN1. Reaction SMILES: [CH2:30]([O:31][C:32]([c:33]1[s:34][c:35]2[c:46]([n:47]1)[C:44](=[S:45])[NH:43][c:42]1[c:37]([cH:38][cH:39][cH:40][cH:41]1)[NH:36]2)=[O:48])[CH3:49].[CH3:20][O:21][CH2:22][CH2:23][CH:24]1[NH:25][CH2:26][CH2:27][NH:28][CH2:29]1.[CH3:51][CH2:52][O:53][C:54](=[O:55])[CH3:56].[ClH:1].[F:2][c:3]1[c:4]([F:19])[cH:5][c:6]2[c:7]([cH:18]1)[NH:8][c:9]1[s:10][c:11]([CH3:17])[cH:12][c:13]1[C:14]([NH2:16])=[N:15]2.[OH2:50]>>[F:2][c:3]1[c:4]([F:19])[cH:5][c:6]2[c:7]([cH:18]1)[NH:8][c:9]1[s:10][c:11]([CH3:17])[cH:12][c:13]1[C:14]([N:16]1[CH2:27][CH2:26][NH:25][CH:24]([CH2:23][CH2:22][O:21][CH3:20])[CH2:29]1)=[N:15]2. The reactants are ClC=1C=C(C=NC1NC1CCN(CC1)C(=O)NC1=CC=C(C=C1)Cl)/C=C/C(=O)OCC (ethyl (2E)-3-{5-chloro-6-[(1-{[(4-chlorophenyl)amino]carbonyl}-4-piperidyl) amino]-3-pyridyl}acrylate), [OH-].[Na+] (NaOH), O1C(CCCC1)ON (O-(tetrahydro-2H-pyran-2-yl)hydroxylamine), CCN=C=NCCCN(C)C (EDCI), C=1C=CC2=C(C1)N=NN2O (HOBt), Cl (HCl), ClC=1C=C(C=NC1NC1CCN(CC1)C(NC1=CC=C(C=C1)Cl)=O)C=CC(=O)O (3-{5-Chloro-6-[1-(4-chloro-phenylcarbamoyl)-piperidin-4-ylamino]-pyridin-3-yl}-acrylic acid). Solvent: CCOC(=O)C (AcOEt), O (water), C1CCOC1 (THF), CO (MeOH), CN(C)C=O (DMF). Reaction conditions: temperature 80 celsius, time 1 hour. Product: ClC=1C(=NC=C(C1)\C=C\C(NOC1OCCCC1)=O)NC1CCN(CC1)C(=O)NC1=CC=C(C=C1)Cl (4-[(3-chloro-5-{(1E)-3-oxo-3-[(tetrahydro-2H-pyran-2-yloxy)amino]-1-propen-1-yl}-2-pyridyl)amino]-N-(4-chlorophenyl)-1-piperidinecarboxamide). Isolated yield 73.8%. As a reaction SMILES: [Cl:1][C:2]1[CH:3]=[C:4](/[CH:25]=[CH:26]/[C:27](OCC)=[O:28])[CH:5]=[N:6][C:7]=1[NH:8][CH:9]1[CH2:14][CH2:13][N:12]([C:15]([NH:17][C:18]2[CH:23]=[CH:22][C:21]([Cl:24])=[CH:20][CH:19]=2)=[O:16])[CH2:11][CH2:10]1.[OH-].[Na+].Cl.ClC1C=C(C=CC(O)=O)C=NC=1NC1CCN(C(=O)NC2C=CC(Cl)=CC=2)CC1.[O:64]1[CH2:69][CH2:68][CH2:67][CH2:66][CH:65]1[O:70][NH2:71].CCN=C=NCCCN(C)C.C1C=CC2N(O)N=NC=2C=1>C1COCC1.CO.CN(C=O)C.CCOC(C)=O.O>[Cl:1][C:2]1[C:7]([NH:8][CH:9]2[CH2:14][CH2:13][N:12]([C:15]([NH:17][C:18]3[CH:19]=[CH:20][C:21]([Cl:24])=[CH:22][CH:23]=3)=[O:16])[CH2:11][CH2:10]2)=[N:6][CH:5]=[C:4](/[CH:25]=[CH:26]/[C:27](=[O:28])[NH:71][O:70][CH:65]2[CH2:66][CH2:67][CH2:68][CH2:69][O:64]2)[CH:3]=1 |f:1.2|. Reported procedure: To a solution of ethyl (2E)-3-{5-chloro-6-[(1-{[(4-chlorophenyl)amino]carbonyl}-4-piperidyl) amino]-3-pyridyl}acrylate (363 mg) in THF (3 ml) and MeOH (3 ml) was added 1N NaOH aq (2.35 ml), the mixture was stirred at 80° C. for 1 hour. The pH of the mixture was adjusted to ca. 4.5 with 1N HCl aq. The solution was evaporated under reduced pressure to give crude 3-{5-Chloro-6-[1-(4-chloro-phenylcarbamoyl)-piperidin-4-ylamino]-pyridin-3-yl}-acrylic acid. To a suspension of crude 3-{5-Chloro-6-[1-(4... The reactants are Cl (HCl), C(C)(=O)NC[C@@H]1CN(C(O1)=O)C1=CC(=C(C=C1)C1=CC=C(C=C1)CC[C@](C(=O)NOC1OCCCC1)(S(=O)(=O)C)C)F ((2R)-4-{4′-[(5R)-5-(acetamidomethyl)-2-oxo-1,3-oxazolidin-3-yl]-2′-fluorobiphenyl-4-yl}-2-methyl-2-(methylsulfonyl)-N-(tetrahydro-2H-pyran-2-yloxy)butanamide). The product is C(C)(=O)NC[C@@H]1CN(C(O1)=O)C1=CC(=C(C=C1)C1=CC=C(C=C1)CC[C@](C(=O)NO)(S(=O)(=O)C)C)F ((2R)-4-{4′-[(5R)-5-(acetamidomethyl)-2-oxo-1,3-oxazolidin-3-yl}-2′-fluorobiphenyl-4-yl]-N-hydroxy-2-methyl-2-(methylsulfonyl)butanamide). The solvent is O1CCOCC1.ClCCl.O (1,4 dioxane dichloromethane water). As a reaction SMILES: Cl.[C:2]([NH:5][CH2:6][C@H:7]1[O:11][C:10](=[O:12])[N:9]([C:13]2[CH:18]=[CH:17][C:16]([C:19]3[CH:24]=[CH:23][C:22]([CH2:25][CH2:26][C@@:27]([CH3:42])([S:38]([CH3:41])(=[O:40])=[O:39])[C:28]([NH:30][O:31]C4CCCCO4)=[O:29])=[CH:21][CH:20]=3)=[C:15]([F:43])[CH:14]=2)[CH2:8]1)(=[O:4])[CH3:3]>O1CCOCC1.ClCCl.O>[C:2]([NH:5][CH2:6][C@H:7]1[O:11][C:10](=[O:12])[N:9]([C:13]2[CH:18]=[CH:17][C:16]([C:19]3[CH:20]=[CH:21][C:22]([CH2:25][CH2:26][C@@:27]([CH3:42])([S:38]([CH3:41])(=[O:40])=[O:39])[C:28]([NH:30][OH:31])=[O:29])=[CH:23][CH:24]=3)=[C:15]([F:43])[CH:14]=2)[CH2:8]1)(=[O:4])[CH3:3] |f:2.3.4|. Reported procedure: HCl (4.0 M in 1,4-dioxane, 1.0 mL) was added to a solution of (2R)-4-{4′-[(5R)-5-(acetamidomethyl)-2-oxo-1,3-oxazolidin-3-yl]-2′-fluorobiphenyl-4-yl}-2-methyl-2-(methylsulfonyl)-N-(tetrahydro-2H-pyran-2-yloxy)butanamide (50 mg, 0.083 mmol) in 1,4 dioxane/dichloromethane/water (1:1:1, 3 mL). After 15 minutes reaction was concentrated to give a white solid. The solid was triturated with a mixture of diethyl ether/2-propanol (10:1, 10 mL) for 2 hours. The title compound was collected as a white sol... The reactants are [Br-], COc1ccccc1Br, CCOC(=O)C1=C(c2ccc3c(c2)OCO3)c2ccccc2C1=O, C1CCOC1, COc1ccccc1[Mg+], [Mg]. The product is CCOC(=O)C1=C(c2ccc3c(c2)OCO3)c2ccccc2C1(O)c1ccccc1OC. RXN SMILES: [Br-:11].[Br:2][c:3]1[c:4]([O:9][CH3:10])[cH:5][cH:6][cH:7][cH:8]1.[CH2:21]1[O:22][c:23]2[cH:24][c:25]([C:30]3=[C:31]([C:40](=[O:41])[O:42][CH2:43][CH3:44])[C:32](=[O:39])[c:33]4[cH:34][cH:35][cH:36][cH:37][c:38]43)[cH:26][cH:27][c:28]2[O:29]1.[CH2:45]1[O:46][CH2:47][CH2:48][CH2:49]1.[CH3:12][O:13][c:14]1[cH:15][cH:16][cH:17][cH:18][c:19]1[Mg+:20].[Mg:1]>>[c:3]1([C:32]2([OH:39])[C:31]([C:40](=[O:41])[O:42][CH2:43][CH3:44])=[C:30]([c:25]3[cH:24][c:23]4[c:28]([cH:27][cH:26]3)[O:29][CH2:21][O:22]4)[c:38]3[c:33]2[cH:34][cH:35][cH:36][cH:37]3)[c:4]([O:9][CH3:10])[cH:5][cH:6][cH:7][cH:8]1. Reaction conditions: time 14 hour. Starting materials: methyl ester, NN (hydrazine), COC(C1=CN=CC(=C1)O)=O (5-hydroxynicotinic acid methyl ester), BrC1=NOC=C1 (racemic bromoisoxazole). Run in CO (methanol). Product: N1=CC(=CC=C1)OC1=NOCC1 (3-(pyridin-3-yloxy)-4,5-dihydroisoxazole), O1C(NN=C1)=O (racemic 1,3,4-oxadiazol-2(3H)-one). Procedure: 3-(pyridin-3-yloxy)-4,5-dihydroisoxazole I-231a and I-231b were prepared in 3 steps according to the following procedures: 5-hydroxynicotinic acid methyl ester is reacted with racemic bromoisoxazole I-75 using Method 5. The resulting methyl ester (1.0 equiv) is dissolved in methanol (0.08 M) after which hydrazine (50 equiv, 50% by weight in water) is added and the reaction is allowed to stir for 14 h. The reaction mixture is then concentrated under vacuum and used directly in the next step. The ... RXN SMILES: [CH3:1][O:2][C:3](=[O:11])[C:4]1[CH:9]=[C:8]([OH:10])[CH:7]=[N:6][CH:5]=1.Br[C:13]1[CH:17]=[CH:16][O:15][N:14]=1.[NH2:18][NH2:19]>CO>[N:6]1[CH:5]=[CH:4][CH:9]=[C:8]([O:10][C:13]2[CH2:17][CH2:16][O:15][N:14]=2)[CH:7]=1.[O:2]1[CH:1]=[N:19][NH:18][C:3]1=[O:11].